Dataset: the Open Reaction Database (ORD), a public repository of structured organic reaction records. Task: describe an organic reaction: reactants, conditions, products, and yield The reactants are C(C)(C)NC(C)C (diisopropylamine), C(CCC)[Li] (n-butyllithium), FC1=NC=CC(=C1)C (2-fluoro-4-methylpyridine), CON(C(C1=CC(=CC=C1)C(F)(F)F)=O)C (N-methoxy-N-methyl-3-trifluoromethylbenzamide). The solvent is C1CCOC1 (THF), C1CCOC1 (THF), C1CCOC1 (THF). Conditions: temperature -78 celsius, time 15 minute. Product: FC1=NC=CC(=C1)CC(=O)C1=CC(=CC=C1)C(F)(F)F (2-(2-Fluoropyridin-4-yl)-1-(3-trifluoromethylphenyl)ethanone). Isolated yield 84.7%. RXN SMILES: C(NC(C)C)(C)C.C([Li])CCC.[F:13][C:14]1[CH:19]=[C:18]([CH3:20])[CH:17]=[CH:16][N:15]=1.CON(C)[C:24](=[O:35])[C:25]1[CH:30]=[CH:29][CH:28]=[C:27]([C:31]([F:34])([F:33])[F:32])[CH:26]=1>C1COCC1>[F:13][C:14]1[CH:19]=[C:18]([CH2:20][C:24]([C:25]2[CH:30]=[CH:29][CH:28]=[C:27]([C:31]([F:32])([F:33])[F:34])[CH:26]=2)=[O:35])[CH:17]=[CH:16][N:15]=1. Reported procedure: To a solution of diisopropylamine (17.69 mL, 0.135 mole) in THF (200 mL) at -78° C., under argon, was added n-butyllithium (54.0 mL, 2.5M in hexane, 0.135 mole), followed after 5 min. by a solution of 2-fluoro-4-methylpyridine (Lancaster Synthesis Inc.) (10 g, 0.090 mole) in THF (20 mL). After stirring for 15 min. at -78° C., a solution of N-methoxy-N-methyl-3-trifluoromethylbenzamide (23.08 g, 0.099 mole) in THF (10 mL) was added. After stirring for 5 min, the reaction was allowed to warm to 0°...